Dataset: the Open Reaction Database (ORD), a public repository of structured organic reaction records. Task: describe an organic reaction: reactants, conditions, products, and yield The reactants are C(C1=CC=CC=C1)OC=1C=C(C=CC1OC)C=1OC=C(N1)CC(C(=O)OC)C(=O)C1=C(C=CC=C1)OCC (methyl 2-[2-(3-benzyloxy-4-methoxyphenyl)oxazol-4-ylmethyl]-3-(2-ethoxyphenyl)-3-oxopropionate), Br (hydrobromic acid). The solvent is C(C)O (ethanol). The product is C(C)OC1=C(C=CC=C1)C(CCC=1N=C(OC1)C1=CC(=C(C=C1)OC)O)=O (1-(2-ethoxyphenyl)-3-[2-(3-hydroxy-4-methoxyphenyl)oxazol-4-yl]propan-1-one). As a reaction SMILES: C([O:8][C:9]1[CH:10]=[C:11]([C:17]2[O:18][CH:19]=[C:20]([CH2:22][CH:23]([C:28]([C:30]3[CH:35]=[CH:34][CH:33]=[CH:32][C:31]=3[O:36][CH2:37][CH3:38])=[O:29])C(OC)=O)[N:21]=2)[CH:12]=[CH:13][C:14]=1[O:15][CH3:16])C1C=CC=CC=1.Br>C(O)C>[CH2:37]([O:36][C:31]1[CH:32]=[CH:33][CH:34]=[CH:35][C:30]=1[C:28](=[O:29])[CH2:23][CH2:22][C:20]1[N:21]=[C:17]([C:11]2[CH:12]=[CH:13][C:14]([O:15][CH3:16])=[C:9]([OH:8])[CH:10]=2)[O:18][CH:19]=1)[CH3:38]. Reported procedure: A 13.4 g quantity of methyl 2-[2-(3-benzyloxy-4-methoxyphenyl)oxazol-4-ylmethyl]-3-(2-ethoxyphenyl)-3-oxopropionate obtained in Example 100 was suspended in 67 ml of ethanol, 67 ml of 47% hydrobromic acid was added thereto, and the suspension was heated and refluxed overnight. After standing to cool, the crystals generated were collected by filtration, washed with water and diisopropyl ether, and dried, thereby yielding 8.1 g of white powdery 1-(2-ethoxyphenyl)-3-[2-(3-hydroxy-4-methoxyphenyl)ox... The reactants are CO, CC(C)Nc1nc(Cl)c(C#N)c(NC(C)C)n1. Yields the product COc1nc(NC(C)C)nc(NC(C)C)c1C#N. As a reaction SMILES: [CH3:18][OH:19].[Cl:1][c:2]1[n:3][c:4]([NH:14][CH:15]([CH3:16])[CH3:17])[n:5][c:6]([NH:10][CH:11]([CH3:12])[CH3:13])[c:7]1[C:8]#[N:9]>>[c:2]1([O:19][CH3:18])[n:3][c:4]([NH:14][CH:15]([CH3:16])[CH3:17])[n:5][c:6]([NH:10][CH:11]([CH3:12])[CH3:13])[c:7]1[C:8]#[N:9]. Product: BrC1=CC2=C(NC(OC2(C)C)=S)C=C1 (6-Bromo-4,4-dimethyl-1,4-dihydro-benzo[d][1,3]oxazin-2-thione). As a reaction SMILES: [Br:1][C:2]1[CH:14]=[CH:13][C:5]2[NH:6][C:7](=O)[O:8][C:9]([CH3:11])([CH3:10])[C:4]=2[CH:3]=1.COC1C=CC(P2(SP(C3C=CC(OC)=CC=3)(=S)S2)=[S:24])=CC=1>>[Br:1][C:2]1[CH:14]=[CH:13][C:5]2[NH:6][C:7](=[S:24])[O:8][C:9]([CH3:11])([CH3:10])[C:4]=2[CH:3]=1. Starting materials: BrC1=CC2=C(NC(OC2(C)C)=O)C=C1 (6-bromo-4,4-dimethyl-1,4-dihydro-benzo[d][1,3]oxazin-2-one), COC=1C=CC(=CC1)P2(=S)SP(=S)(S2)C=3C=CC(=CC3)OC (Lawesson's reagent). Reported procedure: The product was prepared, from 6-bromo-4,4-dimethyl-1,4-dihydro-benzo[d][1,3]oxazin-2-one and Lawesson's reagent using the procedure of Example 9, as a white solid: mp 221-222.5° C.; 1H-NMR (CDCl3) δ 9.38 (s, 1H, D2O exchangeable), 7.42 (dd, 1H, J=8.5, 2.1 Hz), 7.29 (d, 1H, J=2.0 Hz), 6.76 (d, 1H, J=8.4 Hz), 1.76 (s, 6H); MS (EI) m/z 272 ([M+H]+, 94%), 274 ([M+H]+, 100%). Starting materials: OC1=CC=C(C=C1)C(=O)N1[C@@H](CCC1)CN1CCCC1 ((4-Hydroxy-phenyl)-(2-(S)-pyrrolidin-1-ylmethyl-pyrrolidin-1-yl)-methanone), ClCC1=CC=C(C(=O)NC)C=C1 (4-chloromethyl-N-methyl-benzamide). Yields the product CNC(C1=CC=C(C=C1)COC1=CC=C(C=C1)C(=O)N1[C@@H](CCC1)CN1CCCC1)=O (N-Methyl-4-[4-(2-(S)-pyrrolidin-1-ylmethyl-pyrrolidine-1-carbonyl)-phenoxymethyl]-benzamide). As a reaction SMILES: [OH:1][C:2]1[CH:7]=[CH:6][C:5]([C:8]([N:10]2[CH2:14][CH2:13][CH2:12][C@H:11]2[CH2:15][N:16]2[CH2:20][CH2:19][CH2:18][CH2:17]2)=[O:9])=[CH:4][CH:3]=1.Cl[CH2:22][C:23]1[CH:32]=[CH:31][C:26]([C:27]([NH:29][CH3:30])=[O:28])=[CH:25][CH:24]=1>>[CH3:30][NH:29][C:27](=[O:28])[C:26]1[CH:31]=[CH:32][C:23]([CH2:22][O:1][C:2]2[CH:7]=[CH:6][C:5]([C:8]([N:10]3[CH2:14][CH2:13][CH2:12][C@H:11]3[CH2:15][N:16]3[CH2:17][CH2:18][CH2:19][CH2:20]3)=[O:9])=[CH:4][CH:3]=2)=[CH:24][CH:25]=1. Procedure: The title compound is prepared in a manner substantially analogous to Procedure C using (4-Hydroxy-phenyl)-(2-(S)-pyrrolidin-1-ylmethyl-pyrrolidin-1-yl)-methanone and 4-chloromethyl-N-methyl-benzamide [CAS 220875-88-7]. MS (ES+) 422.2